From a dataset of the Open Reaction Database (ORD), a public repository of structured organic reaction records. describe an organic reaction: reactants, conditions, products, and yield Procedure details: To a solution of 580 mg (2.0 mmol) of 6-(3-amino-4-acetylaminoethylamino-phenyl)-4,5-dihydro-3(2H)-pyridazinone in 50 ml of dimethylformamide, 325 mg (2.0 mmol) of carbonyldiimidazole are added at 50° C. After 45 minutes at 50° C. the mixture is evaporated to dryness and the residue is mixed with 10 ml of water. The product precipitated is suction filtered, washed with 5 ml of water and dried. Reaction SMILES: [NH2:1][C:2]1[CH:3]=[C:4]([C:15]2[CH2:16][CH2:17][C:18](=[O:21])[NH:19][N:20]=2)[CH:5]=[CH:6][C:7]=1[NH:8][CH2:9][CH2:10][NH:11][C:12](=[O:14])[CH3:13].[C:22](N1C=CN=C1)(N1C=CN=C1)=[O:23]>CN(C)C=O>[NH:11]([CH2:10][CH2:9][N:8]1[C:7]2[CH:6]=[CH:5][C:4]([C:15]3[CH2:16][CH2:17][C:18](=[O:21])[NH:19][N:20]=3)=[CH:3][C:2]=2[N:1]=[C:22]1[OH:23])[C:12]([CH3:13])=[O:14]. Yields the product N(C(=O)C)CCN1C(=NC2=C1C=CC(=C2)C=2CCC(NN2)=O)O (6-[1-(2-Acetaminoethyl)-2-hydroxy-benzimidazol-5-yl]-4,5-dihydro-3(2H)-pyridazinone). The solvent is CN(C=O)C (dimethylformamide). Reactants: NC=1C=C(C=CC1NCCNC(C)=O)C=1CCC(NN1)=O (6-(3-amino-4-acetylaminoethylamino-phenyl)-4,5-dihydro-3(2H)-pyridazinone), C(=O)(N1C=NC=C1)N1C=NC=C1 (carbonyldiimidazole). The reactants are FC=1C=C2C(=C(/C(/C2=CC1)=C/C1=CC=C(C=C1)SC)C)CCON (O-2-[Z-5-fluoro-2-methyl-1-(4-methylthiophenyl)methylene-1H-inden-3-yl]ethyl hydroxylamine), COCCC=O (3-methoxypropanal). The product is FC=1C=C2C(=C(/C(/C2=CC1)=C/C1=CC=C(C=C1)SC)C)CCON=CCCOC (3-methoxypropanal-O-2-[Z-5-fluoro-2-methyl-1-(4-methylthiophenyl)methylene-1H-inden-3-yl]ethyl oxime). Reaction SMILES: [F:1][C:2]1[CH:3]=[C:4]2[C:8](=[CH:9][CH:10]=1)/[C:7](=[CH:11]\[C:12]1[CH:17]=[CH:16][C:15]([S:18][CH3:19])=[CH:14][CH:13]=1)/[C:6]([CH3:20])=[C:5]2[CH2:21][CH2:22][O:23][NH2:24].[CH3:25][O:26][CH2:27][CH2:28][CH:29]=O>>[F:1][C:2]1[CH:3]=[C:4]2[C:8](=[CH:9][CH:10]=1)/[C:7](=[CH:11]\[C:12]1[CH:17]=[CH:16][C:15]([S:18][CH3:19])=[CH:14][CH:13]=1)/[C:6]([CH3:20])=[C:5]2[CH2:21][CH2:22][O:23][N:24]=[CH:29][CH2:28][CH2:27][O:26][CH3:25]. Procedure details: The title compound is prepared by reaction of O-2-[Z-5-fluoro-2-methyl-1-(4-methylthiophenyl)methylene-1H-inden-3-yl]ethyl hydroxylamine with 3-methoxypropanal by the method of Example 1. Starting materials: BrC1=CC=C(C=C1)C(CC(=O)C=1C=CC(NC1)=O)C1CCCC1 (5-[3-(4-bromo-phenyl)-3-cyclopentyl-propionyl]-1H-pyridin-2-one), IC (iodomethane), C([O-])([O-])=O.[K+].[K+] (potassium carbonate). The product is BrC1=CC=C(C=C1)C(CC(=O)C=1C=CC(N(C1)C)=O)C1CCCC1 (5-[3-(4-Bromo-phenyl)-3-cyclopentyl-propionyl]-1-methyl-1H-pyridin-2-one). Reaction SMILES: [Br:1][C:2]1[CH:7]=[CH:6][C:5]([CH:8]([CH:19]2[CH2:23][CH2:22][CH2:21][CH2:20]2)[CH2:9][C:10]([C:12]2[CH:13]=[CH:14][C:15](=[O:18])[NH:16][CH:17]=2)=[O:11])=[CH:4][CH:3]=1.IC.[C:26](=O)([O-])[O-].[K+].[K+]>>[Br:1][C:2]1[CH:3]=[CH:4][C:5]([CH:8]([CH:19]2[CH2:23][CH2:22][CH2:21][CH2:20]2)[CH2:9][C:10]([C:12]2[CH:13]=[CH:14][C:15](=[O:18])[N:16]([CH3:26])[CH:17]=2)=[O:11])=[CH:6][CH:7]=1 |f:2.3.4|. Reported procedure: In analogy to example 161, step 1, 5-[3-(4-bromo-phenyl)-3-cyclopentyl-propionyl]-1H-pyridin-2-one was reacted with iodomethane in the presence of potassium carbonate to give the title compound as a colorless foam, MS (ESI+): m/z=388.2 [M+H]+. Run in C(C)(=O)OCC (ethyl acetate). The product is FC1=C(C=CC(=C1)F)NC=1C=C(C#N)C=CC1[N+](=O)[O-] (3-(2,4-difluorophenylamino)-4-nitrobenzonitrile). The yield is 46.4%. Procedure details: A mixture of 3-chloro-4-nitrobenzonitrile (5 g), 2,4-difluoroaniline (17.7 g), cupric oxide (0.5 g) and potassium carbonate (4.5 g) was stirred for 5 hours at 200° C. To the mixture were added water (100 ml) and ethyl acetate (200 ml). The organic layer was separated, washed with 3N hydrochloric acid and water, dried, and evaporated to dryness. The oil (10 g) was purified by column chromatography on silica gel (200 g) eluting with toluene to give red crystals of 3-(2,4-difluorophenylamino)-4-nit... Reaction SMILES: Cl[C:2]1[CH:3]=[C:4]([CH:7]=[CH:8][C:9]=1[N+:10]([O-:12])=[O:11])[C:5]#[N:6].[F:13][C:14]1[CH:20]=[C:19]([F:21])[CH:18]=[CH:17][C:15]=1[NH2:16].C(=O)([O-])[O-].[K+].[K+].O>C(OCC)(=O)C>[F:13][C:14]1[CH:20]=[C:19]([F:21])[CH:18]=[CH:17][C:15]=1[NH:16][C:2]1[CH:3]=[C:4]([CH:7]=[CH:8][C:9]=1[N+:10]([O-:12])=[O:11])[C:5]#[N:6] |f:2.3.4|. Conditions: temperature 200 celsius, time 5 hour. The reactants are ClC=1C=C(C#N)C=CC1[N+](=O)[O-] (3-chloro-4-nitrobenzonitrile), FC1=C(N)C=CC(=C1)F (2,4-difluoroaniline), cupric oxide, C([O-])([O-])=O.[K+].[K+] (potassium carbonate), O (water). Starting materials: O=C(Cl)c1ccccc1C(F)(F)F, CCOC(=N)N1Cc2ccccc2-c2ccccc2C1. Product: CCOC(=NC(=O)c1ccccc1C(F)(F)F)N1Cc2ccccc2-c2ccccc2C1. RXN SMILES: [F:21][C:22]([c:23]1[c:24]([C:25](=[O:26])[Cl:27])[cH:28][cH:29][cH:30][cH:31]1)([F:32])[F:33].[cH:1]1[cH:2][cH:3][cH:4][c:5]2[c:11]1-[c:10]1[c:9]([cH:15][cH:14][cH:13][cH:12]1)[CH2:8][N:7]([C:16]([O:17][CH2:18][CH3:19])=[NH:20])[CH2:6]2>>[cH:1]1[cH:2][cH:3][cH:4][c:5]2[c:11]1-[c:10]1[c:9]([cH:15][cH:14][cH:13][cH:12]1)[CH2:8][N:7]([C:16]([O:17][CH2:18][CH3:19])=[N:20][C:25]([c:24]1[c:23]([C:22]([F:21])([F:32])[F:33])[cH:31][cH:30][cH:29][cH:28]1)=[O:26])[CH2:6]2.